describe an organic reaction: reactants, conditions, products, and yield From a dataset of the Open Reaction Database (ORD), a public repository of structured organic reaction records. Procedure: Added to a solution of 500 mg of ethyl [4-(morpholin-4-yl)-6-oxo-1,6-dihydropyrimidin-2-yl]acetate prepared in stage 1 of Example 1 in 1.5 ml of dioxane, are 330 mg of potassium carbonate and 150 ml of methyl iodide. The reaction mixture is heated at 40° C. for 16 minutes, and then cooled to ambient temperature. The suspension is filtered through sintered glass and then rinsed with dioxane and the filtrate is concentrated under reduced pressure. The residue is purified by silica column chromatog... Run at temperature 40 celsius. Solvent: O1CCOCC1 (dioxane). As a reaction SMILES: [N:1]1([C:7]2[N:8]=[C:9]([CH2:14][C:15]([O:17][CH2:18][CH3:19])=[O:16])[NH:10][C:11](=[O:13])[CH:12]=2)[CH2:6][CH2:5][O:4][CH2:3][CH2:2]1.[C:20](=O)([O-])[O-].[K+].[K+].CI>O1CCOCC1>[CH3:20][N:10]1[C:11](=[O:13])[CH:12]=[C:7]([N:1]2[CH2:2][CH2:3][O:4][CH2:5][CH2:6]2)[N:8]=[C:9]1[CH2:14][C:15]([O:17][CH2:18][CH3:19])=[O:16] |f:1.2.3|. Reactants: C([O-])([O-])=O.[K+].[K+] (potassium carbonate), N1(CCOCC1)C=1N=C(NC(C1)=O)CC(=O)OCC (ethyl [4-(morpholin-4-yl)-6-oxo-1,6-dihydropyrimidin-2-yl]acetate), CI (methyl iodide). The yield is 38.0%. Product: CN1C(=NC(=CC1=O)N1CCOCC1)CC(=O)OCC (ethyl [1-methyl-4-(morpholin-4-yl)-6-oxo-1,6-dihydropyrimidin-2-yl]acetate). Starting materials: CCOC(C)=O, CCN(C(C)C)C(C)C, Cc1cn(-c2ccc(C=C(CCCCl)C(=O)O)cc2F)cn1, O=C(O)C(F)(F)F, CC(N)c1ccc(F)cc1F, CN(C)C=O, On1nnc2ccccc21. The product is Cc1cn(-c2ccc(C=C(CCCCl)C(=O)NC(C)c3ccc(F)cc3F)cc2F)cn1. RXN SMILES: [CH3:65][CH2:66][O:67][C:68](=[O:69])[CH3:70].[CH:1]([N:2]([CH2:3][CH3:4])[CH:5]([CH3:6])[CH3:7])([CH3:8])[CH3:9].[Cl:27][CH2:28][CH2:29][CH2:30][C:31]([C:32](=[O:33])[OH:34])=[CH:35][c:36]1[cH:37][c:38]([F:48])[c:39](-[n:42]2[cH:43][n:44][c:45]([CH3:47])[cH:46]2)[cH:40][cH:41]1.[F:20][C:21]([F:22])([F:23])[C:24]([OH:25])=[O:26].[F:49][c:50]1[c:51]([CH:57]([CH3:58])[NH2:59])[cH:52][cH:53][c:54]([F:56])[cH:55]1.[O:60]=[CH:61][N:62]([CH3:63])[CH3:64].[OH:10][n:11]1[c:12]2[c:13]([cH:14][cH:15][cH:16][cH:17]2)[n:18][n:19]1>>[Cl:27][CH2:28][CH2:29][CH2:30][C:31]([C:32](=[O:34])[NH:59][CH:57]([c:51]1[c:50]([F:49])[cH:55][c:54]([F:56])[cH:53][cH:52]1)[CH3:58])=[CH:35][c:36]1[cH:37][c:38]([F:48])[c:39](-[n:42]2[cH:43][n:44][c:45]([CH3:47])[cH:46]2)[cH:40][cH:41]1.